Dataset: the Open Reaction Database (ORD), a public repository of structured organic reaction records. Task: describe an organic reaction: reactants, conditions, products, and yield Solvent: C(C)(C)(C)O (t-butanol). Reaction SMILES: F[C:2]1[C:3](=[CH:17][C:18]([F:23])(C)[CH:19]([F:21])[CH:20]=1)[C:4]([C:6](=[CH:12][NH:13][CH:14]1[CH2:16][CH2:15]1)[C:7]([O:9][CH2:10][CH3:11])=[O:8])=[O:5].CC(C)([O-])C.[K+]>C(O)(C)(C)C>[CH:14]1([N:13]2[C:2]3[C:3](=[CH:17][C:18]([F:23])=[C:19]([F:21])[CH:20]=3)[C:4](=[O:5])[C:6]([C:7]([O:9][CH2:10][CH3:11])=[O:8])=[CH:12]2)[CH2:16][CH2:15]1 |f:1.2|. The yield is 65.1%. Run at temperature 60 celsius, time 5 hour. Product: C1(CC1)N1C=C(C(C2=CC(=C(C=C12)F)F)=O)C(=O)OCC (Ethyl 1-cyclopropyl-6,7-difluoro-1,4-dihydro-4-oxo-3-quinolinecarboxylate). Starting materials: FC=1C(C(=O)C(C(=O)OCC)=CNC2CC2)=CC(C(C1)F)(C)F (ethyl 2-(2,4,5-trifluoro-5-methylbenzoyl)-3-cyclopropylaminoacrylate), CC(C)([O-])C.[K+] (potassium t-butoxide). Procedure: A solution of 7.2 g (22 mmol) of ethyl 2-(2,4,5-trifluoro-5-methylbenzoyl)-3-cyclopropylaminoacrylate in 100 mL of dry t-butanol was treated portionwise with 2.8 g (25 mmol) of potassium t-butoxide, and the reaction mixture was stirred at 60° C. for 5 hours. The suspension was cooled to room temperature and concentrated. The residue was partitioned between dichloromethane and 1N hydrochloric acid; the organic phase was washed with water, dried over magnesium sulfate, and concentrated. The crude ... Reactants: C(C)OC1CCSC2=C(C=C(C(=C12)C)C(=O)O)C (4-ethoxy-5,8-dimethylthiochroman-6-carboxylic acid), C(C)(=O)O (acetic acid), OO (hydrogen peroxide). Solvent: O (water). Yields the product C(C)OC1CCS(C2=C(C=C(C(=C12)C)C(=O)O)C)=O (4-ethoxy-5,8-dimethylthiochroman-6-carboxylic acid-1-oxide). Reaction SMILES: [CH2:1]([O:3][CH:4]1[C:13]2[C:8](=[C:9]([CH3:18])[CH:10]=[C:11]([C:15]([OH:17])=[O:16])[C:12]=2[CH3:14])[S:7][CH2:6][CH2:5]1)[CH3:2].C(O)(=[O:21])C.OO>O>[CH2:1]([O:3][CH:4]1[C:13]2[C:8](=[C:9]([CH3:18])[CH:10]=[C:11]([C:15]([OH:17])=[O:16])[C:12]=2[CH3:14])[S:7](=[O:21])[CH2:6][CH2:5]1)[CH3:2]. Procedure details: A 50-ml egg-plant type Flask was charged with 2.9 g (0.011 mol) of 4-ethoxy-5,8-dimethylthiochroman-6-carboxylic acid, 10 ml of acetic acid and 1.3 g (0.011 mol) of a 30% hydrogen peroxide aqueous solution, and the mixture was allowed to react at room temperature for 12 hours. Then, the reaction mixture was poured into 100 ml of water. The precipitated oil was extracted with ethyl acetate, and the extract was dried over anhydrous sodium sulfate and concentrated under reduced pressure to give 2.5...